From a dataset of the Open Reaction Database (ORD), a public repository of structured organic reaction records. describe an organic reaction: reactants, conditions, products, and yield Starting materials: ClC1=CC(=C2C(=N1)CCC2)Cl (2,4-dichloro-6,7-dihydro-5H-cyclopenta[b]pyridine), ClC1=C(C=C(C=C1)Cl)B(O)O ((2,5-dichlorophenyl)boronic acid), hydrochloride salt. Yields the product Cl.ClC1=C2C(=NC(=C1)C1=C(C=CC(=C1)Cl)Cl)CCC2 (4-chloro-2-(2,5-dichlorophenyl)-6,7-dihydro-5H-cyclopenta[b]pyridine hydrochloride). Yield: 53.2%. Reaction SMILES: [Cl:1][C:2]1[N:7]=[C:6]2[CH2:8][CH2:9][CH2:10][C:5]2=[C:4]([Cl:11])[CH:3]=1.[Cl:12][C:13]1[CH:18]=[CH:17][C:16]([Cl:19])=[CH:15][C:14]=1B(O)O>>[ClH:1].[Cl:11][C:4]1[CH:3]=[C:2]([C:17]2[CH:18]=[C:13]([Cl:12])[CH:14]=[CH:15][C:16]=2[Cl:19])[N:7]=[C:6]2[CH2:8][CH2:9][CH2:10][C:5]=12 |f:2.3|. Reported procedure: Following General Procedure F, 2,4-dichloro-6,7-dihydro-5H-cyclopenta[b]pyridine (0.300 g, 1.60 mmol) was reacted with (2,5-dichlorophenyl)boronic acid (0.396 g, 2.07 mmol), followed by the formation of the hydrochloride salt to afford the title compound (0.285 g, 95% yield) as a white solid. MW=335.06. 1H NMR (CDCl3, 300 MHz) δ 13.09 (s, 1H), 7.56 (d, J=2.4 Hz, 1H), 7.45-7.37 (m, 2H), 7.33-7.29 (m, 1H), 3.16 (t, J=7.6 Hz, 2H), 3.06 (t, J=7.6 Hz, 2H), 2.21 (quin, J=7.6 Hz, 2H); APCI MS m/z 297 [... Reported procedure: 55 ml (55 mmol) of a 1.0M solution of isobutyl magnesium bromide in tetrahydrofuran were added to a solution of 23.6 g (73.1 mmol) of tetrabutyl ammonium bromide in 50 ml of tetrahydrofuran, and the resulting mixture was immediately cooled in a dry ice-acetone bath, after which a solution of 10.25 g (36.5 mmol) of 4-t-butyldimethylsilyloxymethyl-2-methoxybenzaldehyde (prepared as described in Preparation 40) in 60 ml of tetrahydrofuran were added dropwise over 30 minutes. After the dropwise addi... Reaction SMILES: [CH2:1]([Mg]Br)[CH:2]([CH3:4])[CH3:3].[Si:7]([O:14][CH2:15][C:16]1[CH:23]=[CH:22][C:19]([CH:20]=[O:21])=[C:18]([O:24][CH3:25])[CH:17]=1)([C:10]([CH3:13])([CH3:12])[CH3:11])([CH3:9])[CH3:8].CCCCCC.C(OCC)(=O)C>O1CCCC1.[Br-].C([N+](CCCC)(CCCC)CCCC)CCC>[Si:7]([O:14][CH2:15][C:16]1[CH:23]=[CH:22][C:19]([CH:20]([OH:21])[CH2:1][CH:2]([CH3:4])[CH3:3])=[C:18]([O:24][CH3:25])[CH:17]=1)([C:10]([CH3:13])([CH3:12])[CH3:11])([CH3:8])[CH3:9] |f:5.6|. The reactants are [Si](C)(C)(C(C)(C)C)OCC1=CC(=C(C=O)C=C1)OC (4-t-butyldimethylsilyloxymethyl-2-methoxybenzaldehyde), solution, C(C(C)C)[Mg]Br (isobutyl magnesium bromide), CCCCCC (hexane), C(C)(=O)OCC (ethyl acetate). The product is [Si](C)(C)(C(C)(C)C)OCC1=CC(=C(C=C1)C(CC(C)C)O)OC (1-(4-t-Butyldimethylsilyloxymethyl-2-methoxyphenyl)-3-methylbutyl Alcohol). The reagents and catalysts are [Br-].C(CCC)[N+](CCCC)(CCCC)CCCC (tetrabutyl ammonium bromide). Run in O1CCCC1 (tetrahydrofuran), O1CCCC1 (tetrahydrofuran), O1CCCC1 (tetrahydrofuran). The yield is 57.0%. The reactants are CC#CCO, CS(=O)(=O)c1nsc(-c2ccccc2)n1, CS(=O)c1nsc(-c2ccccc2)n1, CN(C)C=O, [Cl-], [H-], [Na+], [Na+]. Yields the product CC#CCOc1nsc(-c2ccccc2)n1. As a reaction SMILES: [CH2:30]([C:31]#[C:32][CH3:33])[OH:34].[CH3:15][S:16]([c:17]1[n:18][c:19](-[c:20]2[cH:21][cH:22][cH:23][cH:24][cH:25]2)[s:26][n:27]1)(=[O:28])=[O:29].[CH3:1][S:2](=[O:3])[c:4]1[n:5][s:6][c:7](-[c:9]2[cH:10][cH:11][cH:12][cH:13][cH:14]2)[n:8]1.[CH3:39][N:40]([CH3:41])[CH:42]=[O:43].[Cl-:38].[H-:35].[Na+:36].[Na+:37]>>[c:4]1([O:34][CH2:30][C:31]#[C:32][CH3:33])[n:5][s:6][c:7](-[c:9]2[cH:10][cH:11][cH:12][cH:13][cH:14]2)[n:8]1.